From a dataset of the Open Reaction Database (ORD), a public repository of structured organic reaction records. describe an organic reaction: reactants, conditions, products, and yield Reactants: OC1=CC=C(C=C1)N1C(SCC1=O)=S (3-(4-Hydroxyphenyl)-2-thioxothiazolidin-4-one), O([C@@H]1[C@H](O)[C@@H](O)[C@@H](O)[C@H](O1)CO)C1=C(C=C(C=C1)C=O)OC (4-formyl-2-methoxyphenyl α-D-galactopyranoside), N1CCCCC1 (piperidine). The solvent is CO (methanol). Product: [C@@H]1([C@H](O)[C@@H](O)[C@@H](O)[C@H](O1)CO)OC1=C(C=C(C=C1)C=C1C(N(C(S1)=S)C1=CC=C(C=C1)O)=O)OC (5-(4-β-D-Galactopyranosyloxy-3-methoxyphenylmethylene)-3-(4-hydroxyphenyl)-2-thioxothiazolidin-4-one). Reaction SMILES: [OH:1][C:2]1[CH:7]=[CH:6][C:5]([N:8]2[C:12](=[O:13])[CH2:11][S:10][C:9]2=[S:14])=[CH:4][CH:3]=1.[O:15]([C:27]1[CH:32]=[CH:31][C:30]([CH:33]=O)=[CH:29][C:28]=1[O:35][CH3:36])[C@H:16]1[O:24][C@H:23]([CH2:25][OH:26])[C@H:21]([OH:22])[C@H:19]([OH:20])[C@H:17]1[OH:18].N1CCCCC1>CO>[C@@H:16]1([O:15][C:27]2[CH:32]=[CH:31][C:30]([CH:33]=[C:11]3[S:10][C:9](=[S:14])[N:8]([C:5]4[CH:4]=[CH:3][C:2]([OH:1])=[CH:7][CH:6]=4)[C:12]3=[O:13])=[CH:29][C:28]=2[O:35][CH3:36])[O:24][C@H:23]([CH2:25][OH:26])[C@H:21]([OH:22])[C@H:19]([OH:20])[C@H:17]1[OH:18]. Reported procedure: 3-(4-Hydroxyphenyl)-2-thioxothiazolidin-4-one (0.23 g, 1.0 mmol) was added to a suspension of 4-formyl-2-methoxyphenyl β-D-galactopyranoside (1c)(0.32 g, 1.0 mmol) in methanol (20 ml) containing a drop of piperidine. The mixture, which rapidly turned yellow, was gently heated under reflux and deposited a thick precipitate after 30 min. The mixture was then cooled and filtered to give the required product (5c){0.12 g, 23%, m.p. decomp.>230° C., [α]D -34.4° (c 0.6, DMOS)}(Found: C, 53.04; H, 4.55;... The reactants are CCO, COc1ccncc1-c1ccc2c(c1)c(Nc1nc3cc(CN4CCCCC4)ccc3n1C1CCCCC1)nn2COCC[Si](C)(C)C, Cl. Yields the product COc1ccncc1-c1ccc2[nH]nc(Nc3nc4cc(CN5CCCCC5)ccc4n3C3CCCCC3)c2c1. RXN SMILES: [CH3:50][CH2:51][OH:52].[CH:1]1([n:7]2[c:8]([NH:23][c:24]3[n:25][n:26]([CH2:41][O:42][CH2:43][CH2:44][Si:45]([CH3:46])([CH3:47])[CH3:48])[c:27]4[cH:28][cH:29][c:30](-[c:33]5[cH:34][n:35][cH:36][cH:37][c:38]5[O:39][CH3:40])[cH:31][c:32]34)[n:9][c:10]3[c:11]2[cH:12][cH:13][c:14]([CH2:16][N:17]2[CH2:18][CH2:19][CH2:20][CH2:21][CH2:22]2)[cH:15]3)[CH2:2][CH2:3][CH2:4][CH2:5][CH2:6]1.[ClH:49]>>[CH:1]1([n:7]2[c:8]([NH:23][c:24]3[n:25][nH:26][c:27]4[cH:28][cH:29][c:30](-[c:33]5[cH:34][n:35][cH:36][cH:37][c:38]5[O:39][CH3:40])[cH:31][c:32]34)[n:9][c:10]3[c:11]2[cH:12][cH:13][c:14]([CH2:16][N:17]2[CH2:18][CH2:19][CH2:20][CH2:21][CH2:22]2)[cH:15]3)[CH2:2][CH2:3][CH2:4][CH2:5][CH2:6]1. Reactants: CC1(C2=C(CNC1)NC(=N2)C=2C(=CC(=C(C(=O)N1CCC(CC1)C1=CC=C(C#N)C=C1)C2)C)C)C (4-(1-(5-(7,7-Dimethyl-4,5,6,7-tetrahydro-3H-imidazo[4,5-c]pyridin-2-yl)-2,4-dimethylbenzoyl)piperidin-4-yl)benzonitrile), compound 451, C(C)(=O)O (acetic acid), [Na] (sodium), CC(=O)C (acetone). Run in CN(C)C=O (DMF). Run at time 2 hour. The product is C(C)(C)N1CC2=C(C(C1)(C)C)N=C(N2)C=2C(=CC(=C(C(=O)N1CCC(CC1)C1=CC=C(C#N)C=C1)C2)C)C (4-(1-(5-(5-Isopropyl-7,7-dimethyl-4,5,6,7-tetrahydro-3H-imidazo[4,5-c]pyridin-2-yl)-2,4-dimethylbenzoyl)piperidin-4-yl)benzonitrile). Yield: 3.1%. Reaction SMILES: [CH3:1][C:2]1([CH3:35])[CH2:7][NH:6][CH2:5][C:4]2[NH:8][C:9]([C:11]3[C:12]([CH3:34])=[CH:13][C:14]([CH3:33])=[C:15]([CH:32]=3)[C:16]([N:18]3[CH2:23][CH2:22][CH:21]([C:24]4[CH:31]=[CH:30][C:27]([C:28]#[N:29])=[CH:26][CH:25]=4)[CH2:20][CH2:19]3)=[O:17])=[N:10][C:3]1=2.C(O)(=O)C.[Na].[CH3:41][C:42]([CH3:44])=O>CN(C=O)C>[CH:42]([N:6]1[CH2:7][C:2]([CH3:35])([CH3:1])[C:3]2[N:10]=[C:9]([C:11]3[C:12]([CH3:34])=[CH:13][C:14]([CH3:33])=[C:15]([CH:32]=3)[C:16]([N:18]3[CH2:19][CH2:20][CH:21]([C:24]4[CH:25]=[CH:26][C:27]([C:28]#[N:29])=[CH:30][CH:31]=4)[CH2:22][CH2:23]3)=[O:17])[NH:8][C:4]=2[CH2:5]1)([CH3:44])[CH3:41] |^1:39|. Reported procedure: 4-(1-(5-(7,7-Dimethyl-4,5,6,7-tetrahydro-3H-imidazo[4,5-c]pyridin-2-yl)-2,4-dimethylbenzoyl)piperidin-4-yl)benzonitrile (0.12 g, 0.26 mmol) (intermediate prepared in the synthesis of compound 451), DMF (4 mL), acetic acid (69 μL, 1.21 mmol), sodium triacetoxyborohydide (0.11 g, 0.52 mmol) and acetone (0.50 mL, 6.8 mmol) were mixed and stirred at room temperature for 2 hours. The reaction was carefully quenched with water (10 mL) and the mixture was extracted with ethyl acetate (60 mL) and the or... Reactants: COC(=O)C=1C=CC2=C(N=C(O2)C2=C(C=CC=C2)F)C1 (2-(2-Fluoro-phenyl)-benzooxazole-5-carboxylic acid methyl ester), FC=1C=C(C=CC1)C=1OC2=C(N1)C=C(C=C2)CO ([2-(3-Fluoro-phenyl)-benzooxazol-5-yl]-methanol). Product: FC1=C(C=CC=C1)C=1OC2=C(N1)C=C(C=C2)CO ([2-(2-Fluoro-phenyl)-benzooxazol-5-yl]-methanol). RXN SMILES: C[O:2][C:3]([C:5]1[CH:6]=[CH:7][C:8]2[O:12][C:11]([C:13]3[CH:18]=[CH:17][CH:16]=[CH:15][C:14]=3[F:19])=[N:10][C:9]=2[CH:20]=1)=O.FC1C=C(C2OC3C=CC(CO)=CC=3N=2)C=CC=1>>[F:19][C:14]1[CH:15]=[CH:16][CH:17]=[CH:18][C:13]=1[C:11]1[O:12][C:8]2[CH:7]=[CH:6][C:5]([CH2:3][OH:2])=[CH:20][C:9]=2[N:10]=1. Procedure: Compound 75A was reacted in a manner analogous to Compound 69B to give the title product. MS m/z 244 (M+1). The reactants are Cc1ccccc1, Cc1cc(C)c(N2CCN(c3c(C)cc(C)cc3C)C2[Ru](Cl)(Cl)=Cc2cc(Cl)ccc2OC(C)C)c(C)c1, C=CCCN(CCC(NC(=O)OC(C)(C)C)C(=O)N1CC(OC(=O)N2Cc3cccc(F)c3C2)CC1C(=O)NC1(C(=O)OCC)CC1C=C)S(=O)(=O)c1ccccc1[N+](=O)[O-]. The product is CCOC(=O)C12CC1C=CCCN(S(=O)(=O)c1ccccc1[N+](=O)[O-])CCC(NC(=O)OC(C)(C)C)C(=O)N1CC(OC(=O)N3Cc4cccc(F)c4C3)CC1C(=O)N2. RXN SMILES: [CH3:62][c:63]1[cH:64][cH:65][cH:66][cH:67][cH:68]1.[Cl:69][c:70]1[cH:71][cH:72][c:73]([O:74][CH:75]([CH3:76])[CH3:77])[c:78]([CH:80]=[Ru:81]([Cl:82])([Cl:83])[CH:84]2[N:85]([c:86]3[c:87]([CH3:88])[cH:89][c:90]([CH3:91])[cH:92][c:93]3[CH3:94])[CH2:95][CH2:96][N:97]2[c:98]2[c:99]([CH3:100])[cH:101][c:102]([CH3:103])[cH:104][c:105]2[CH3:106])[cH:79]1.[F:1][c:2]1[c:3]2[c:7]([cH:8][cH:9][cH:10]1)[CH2:6][N:5]([C:11](=[O:12])[O:13][CH:14]1[CH2:15][N:16]([C:32]([CH:33]([CH2:34][CH2:35][N:36]([S:37](=[O:38])(=[O:39])[c:40]3[c:41]([N+:46](=[O:47])[O-:48])[cH:42][cH:43][cH:44][cH:45]3)[CH2:49][CH2:50][CH:51]=[CH2:52])[NH:53][C:54](=[O:55])[O:56][C:57]([CH3:58])([CH3:59])[CH3:60])=[O:61])[CH:17]([C:19]([NH:20][C:21]3([C:26](=[O:27])[O:28][CH2:29][CH3:30])[CH:22]([CH:24]=[CH2:25])[CH2:23]3)=[O:31])[CH2:18]1)[CH2:4]2>>[F:1][c:2]1[c:3]2[c:7]([cH:8][cH:9][cH:10]1)[CH2:6][N:5]([C:11](=[O:12])[O:13][CH:14]1[CH2:15][N:16]3[CH:17]([CH2:18]1)[C:19](=[O:31])[NH:20][C:21]1([C:26](=[O:27])[O:28][CH2:29][CH3:30])[CH:22]([CH2:23]1)[CH:52]=[CH:51][CH2:50][CH2:49][N:36]([S:37](=[O:38])(=[O:39])[c:40]1[c:41]([N+:46](=[O:47])[O-:48])[cH:42][cH:43][cH:44][cH:45]1)[CH2:35][CH2:34][CH:33]([NH:53][C:54](=[O:55])[O:56][C:57]([CH3:58])([CH3:59])[CH3:60])[C:32]3=[O:61])[CH2:4]2. Starting materials: C(C=1C(=CC=CC1)OC)=O (o-anisaldehyde), SCCC(=O)O (3-mercaptopropionic acid), C([O-])([O-])=O.[NH4+].[NH4+] (ammonium carbonate). The solvent is C1(=CC=CC=C1)C (toluene). Reaction conditions: temperature 110 celsius. The product is COC1=CC=CC=C1C2NC(=O)CCS2 (2-(2-methoxyphenyl)-1,3-perhydrothiazine-4-one). The yield is 84.0%. As a reaction SMILES: [CH:1](=O)[C:2]1[C:3]([O:8][CH3:9])=[CH:4][CH:5]=[CH:6][CH:7]=1.[SH:11][CH2:12][CH2:13][C:14]([OH:16])=O.C(=O)([O-])[O-].[NH4+:21].[NH4+]>C1(C)C=CC=CC=1>[CH3:9][O:8][C:3]1[C:2]([CH:1]2[S:11][CH2:12][CH2:13][C:14](=[O:16])[NH:21]2)=[CH:7][CH:6]=[CH:5][CH:4]=1 |f:2.3.4|. Reported procedure: A mixture of 13.6 g of o-anisaldehyde, 10.6 g of 3-mercaptopropionic acid and 6 g of ammonium carbonate in 250 ml of toluene was refluxed at 110° C. for 2 hours in a flask provided with a Dean-Stark apparatus while removing the distilled water. The crystals which separated out after leaving the reaction mixture for a night were collected by filtering and recrystallized from hot dimethylformamide to obtain the object, colourless prisms melting at 201.5° to 203° C. in an amount of 18.7 g correspon... Starting materials: [C-]#N, CN1CCCC1=O, COc1cc(C=O)cc(Br)c1OC, O. Yields the product COc1cc(C=O)cc(C#N)c1OC. As a reaction SMILES: [C-:14]#[N:15].[CH3:17][N:18]1[CH2:19][CH2:20][CH2:21][C:22]1=[O:23].[CH3:1][O:2][c:3]1[cH:4][c:5]([CH:6]=[O:7])[cH:8][c:9]([Br:13])[c:10]1[O:11][CH3:12].[OH2:16]>>[CH3:1][O:2][c:3]1[cH:4][c:5]([CH:6]=[O:7])[cH:8][c:9]([C:14]#[N:15])[c:10]1[O:11][CH3:12].